This data is from the Open Reaction Database (ORD), a public repository of structured organic reaction records. The task is: describe an organic reaction: reactants, conditions, products, and yield Reactants: [Cl-], [Cl-], NC(Cc1ccccc1)C(=O)O, [Zn+2]. Yields the product NC(Cc1ccccc1)C(=O)O, [Zn]. RXN SMILES: [Cl-:1].[Cl-:3].[NH2:4][CH:5]([CH2:6][c:7]1[cH:8][cH:9][cH:10][cH:11][cH:12]1)[C:13]([OH:14])=[O:15].[Zn+2:2]>>[NH2:4][CH:5]([CH2:6][c:7]1[cH:8][cH:9][cH:10][cH:11][cH:12]1)[C:13](=[O:14])[OH:15].[Zn:2]. The reactants are C(C)(C)(C)OC(=O)N1CCN(CC1)C=1C(N(N=C(C1C)C1=CC(=C(C=C1)C)F)CC(C)C)=O (4-(4-tert-butoxycarbonyl-1-piperazinyl)-methyl-6-(3-fluoro-4-methylphenyl)-2-isobutyl-2H-pyridazin-3-one), FC=1C=C(CN2N=C(C=C(C2=O)COS(=O)(=O)C)C2=CC(=C(C=C2)OC)F)C=CC1F (2-(3,4-difluorobenzyl)-6-(3-fluoro-4-methoxyphenyl)-4-methanesulfonyloxymethyl-2H-pyridazin-3-one), CN1CCNCC1 (1-methylpiperazine). Yields the product FC=1C=C(CN2N=C(C=C(C2=O)CN2CCN(CC2)C)C2=CC(=C(C=C2)OC)F)C=CC1F (2-(3,4-difluorobenzyl)-6-(3-fluoro-4-methoxyphenyl)-4-(4-methyl-1-piperazinyl)methyl-2H-pyridazin-3-one). The yield is 55.0%. As a reaction SMILES: C(O[C:6]([N:8]1[CH2:13][CH2:12][N:11](C2C(=O)N(CC(C)C)N=C(C3C=CC(C)=C(F)C=3)C=2C)[CH2:10][CH2:9]1)=O)(C)(C)C.[F:34][C:35]1[CH:36]=[C:37]([CH:61]=[CH:62][C:63]=1[F:64])[CH2:38][N:39]1[C:44](=[O:45])[C:43]([CH2:46]OS(C)(=O)=O)=[CH:42][C:41]([C:52]2[CH:57]=[CH:56][C:55]([O:58][CH3:59])=[C:54]([F:60])[CH:53]=2)=[N:40]1.CN1CCNCC1>>[F:34][C:35]1[CH:36]=[C:37]([CH:61]=[CH:62][C:63]=1[F:64])[CH2:38][N:39]1[C:44](=[O:45])[C:43]([CH2:46][N:11]2[CH2:12][CH2:13][N:8]([CH3:6])[CH2:9][CH2:10]2)=[CH:42][C:41]([C:52]2[CH:57]=[CH:56][C:55]([O:58][CH3:59])=[C:54]([F:60])[CH:53]=2)=[N:40]1. Reported procedure: Following the procedure of Example 1 (10), 2-(3,4-difluorobenzyl)-6-(3-fluoro-4-methoxyphenyl)-4-methanesulfonyloxymethyl-2H-pyridazin-3-one and 1-methylpiperazine were reacted to yield the title compound as slightly-yellow neeldes (yield: 55.0%). Reactants: CC1(C)OC(=O)N(CC(=O)O)C1=O, Cl, CN(C(=O)N(C)C1CNCC1c1ccc(F)cc1)c1cc(C(F)(F)F)cc(C(F)(F)F)c1. Yields the product CN(C(=O)N(C)C1CN(C(=O)CN2C(=O)OC(C)(C)C2=O)CC1c1ccc(F)cc1)c1cc(C(F)(F)F)cc(C(F)(F)F)c1. RXN SMILES: [CH3:34][C:35]1([CH3:46])[C:36](=[O:45])[N:37]([CH2:41][C:42](=[O:43])[OH:44])[C:38](=[O:40])[O:39]1.[ClH:1].[F:2][C:3]([c:4]1[cH:5][c:6]([N:14]([C:15](=[O:16])[N:17]([CH3:18])[CH:19]2[CH2:20][NH:21][CH2:22][CH:23]2[c:24]2[cH:25][cH:26][c:27]([F:30])[cH:28][cH:29]2)[CH3:31])[cH:7][c:8]([C:10]([F:11])([F:12])[F:13])[cH:9]1)([F:32])[F:33]>>[F:2][C:3]([c:4]1[cH:5][c:6]([N:14]([C:15](=[O:16])[N:17]([CH3:18])[CH:19]2[CH2:20][N:21]([C:42]([CH2:41][N:37]3[C:36](=[O:45])[C:35]([CH3:34])([CH3:46])[O:39][C:38]3=[O:40])=[O:43])[CH2:22][CH:23]2[c:24]2[cH:25][cH:26][c:27]([F:30])[cH:28][cH:29]2)[CH3:31])[cH:7][c:8]([C:10]([F:11])([F:12])[F:13])[cH:9]1)([F:32])[F:33]. The reactants are N1CCCCC1 (piperidine), O1C2CC3=CC=CC=C3C21 (2,3-epoxy-indane), [OH-].[Na+] (sodium hydroxide), [Cl-].[Na+] (sodium chloride). The solvent is O (water). Conditions: temperature 20 celsius, time 5 minute. Yields the product N1(CCCCC1)C1C(CC2=CC=CC=C12)O (2,3-dihydro-1-piperidinyl-1H-inden-2-ol). RXN SMILES: [NH:1]1[CH2:6][CH2:5][CH2:4][CH2:3][CH2:2]1.[O:7]1[CH:16]2[CH:8]1[CH2:9][C:10]1[C:15]2=[CH:14][CH:13]=[CH:12][CH:11]=1.[Cl-].[Na+].[OH-].[Na+]>O>[N:1]1([CH:9]2[C:10]3[C:15](=[CH:14][CH:13]=[CH:12][CH:11]=3)[CH2:16][CH:8]2[OH:7])[CH2:6][CH2:5][CH2:4][CH2:3][CH2:2]1 |f:2.3,4.5|. Procedure details: At 50° C. and over 5 minutes, 50 ml of piperidine and 50 ml of water were added to 21.25 g of 2,3-epoxy-indane and the mixture was maintained for 2 hours with stirring at this temperature. The solution was then cooled to 20° C. and was saturated with sodium chloride. 5 ml of sodium hydroxide were added, followed by extraction with ether. The extracts were concentrated to dryness under reduced pressure and the residue was taken up in 200 ml of ethyl acetate at 40° C., filtered, dried, and the sol... Yields the product Cc1cc(N2CCc3ncncc3C2)nc(C)c1NC(=O)CC(C)(C)C. Reaction SMILES: [Br:35][c:36]1[cH:37][c:38]([CH3:51])[c:39]([NH:43][C:44]([CH2:45][C:46]([CH3:47])([CH3:48])[CH3:49])=[O:50])[c:40]([CH3:42])[n:41]1.[CH3:29][C:30]([CH3:31])([O-:32])[CH3:33].[CH3:62][c:63]1[cH:64][cH:65][cH:66][cH:67][cH:68]1.[CH:1]1([P:2]([CH:3]2[CH2:4][CH2:5][CH2:6][CH2:7][CH2:8]2)[c:9]2[cH:10][cH:11][cH:12][cH:13][c:14]2-[c:15]2[cH:16][cH:17][cH:18][cH:19][c:20]2[N:21]([CH3:22])[CH3:23])[CH2:24][CH2:25][CH2:26][CH2:27][CH2:28]1.[K+:34].[n:52]1[cH:53][n:54][cH:55][c:56]2[c:57]1[CH2:58][CH2:59][NH:60][CH2:61]2>>[c:36]1([N:60]2[CH2:59][CH2:58][c:57]3[n:52][cH:53][n:54][cH:55][c:56]3[CH2:61]2)[cH:37][c:38]([CH3:51])[c:39]([NH:43][C:44]([CH2:45][C:46]([CH3:47])([CH3:48])[CH3:49])=[O:50])[c:40]([CH3:42])[n:41]1. Starting materials: Cc1cc(Br)nc(C)c1NC(=O)CC(C)(C)C, CC(C)(C)[O-], Cc1ccccc1, CN(C)c1ccccc1-c1ccccc1P(C1CCCCC1)C1CCCCC1, [K+], c1ncc2c(n1)CCNC2. Starting materials: Cl, [K+], O=N[O-], Cc1ccc(N)cn1, [Na+], [OH-], O, O, O, Cl[Sn]Cl. The product is Cc1ccc(NN)cn1. RXN SMILES: [ClH:20].[K+:19].[N:9]([O-:10])=[O:11].[NH2:1][c:2]1[cH:3][cH:4][c:5]([CH3:8])[n:6][cH:7]1.[Na+:12].[OH-:18].[OH2:13].[OH2:14].[OH2:21].[Sn:15]([Cl:16])[Cl:17]>>[NH:1]([c:2]1[cH:3][cH:4][c:5]([CH3:8])[n:6][cH:7]1)[NH2:9].